Dataset: the Open Reaction Database (ORD), a public repository of structured organic reaction records. Task: describe an organic reaction: reactants, conditions, products, and yield Starting materials: CN(C(=O)Cl)C (dimethylcarbamoyl chloride), [H-].[Na+] (sodium hydride), C1(CCCC1)OC(=O)NC=1C=C2C(=CNC2=CC1)CC1=C(C=C(C(=O)O)C=C1)OC (4-[5-(cyclopentyloxycarbonyl)amino-1H-indol-3-ylmethyl]-3-methoxy-benzoic acid). Solvent: CN(C=O)C (dimethylformamide), CN(C=O)C (dimethylformamide). Run at temperature 0 celsius, time 20 minute. The product is CN(C(=O)N1C=C(C2=CC(=CC=C12)NC(=O)OC1CCCC1)CC1=C(C=C(C(=O)O)C=C1)OC)C (4-[1-(dimethylcarbamoyl)-5-(cyclopentyloxycarbonyl)amino-1H-indol-3-ylmethyl]-3-methoxy-benzoic acid). The yield is 90.2%. Reaction SMILES: [H-].[Na+].[CH:3]1([O:8][C:9]([NH:11][C:12]2[CH:13]=[C:14]3[C:18](=[CH:19][CH:20]=2)[NH:17][CH:16]=[C:15]3[CH2:21][C:22]2[CH:30]=[CH:29][C:25]([C:26]([OH:28])=[O:27])=[CH:24][C:23]=2[O:31][CH3:32])=[O:10])[CH2:7][CH2:6][CH2:5][CH2:4]1.[CH3:33][N:34]([CH3:38])[C:35](Cl)=[O:36]>CN(C)C=O>[CH3:33][N:34]([CH3:38])[C:35]([N:17]1[C:18]2[C:14](=[CH:13][C:12]([NH:11][C:9]([O:8][CH:3]3[CH2:4][CH2:5][CH2:6][CH2:7]3)=[O:10])=[CH:20][CH:19]=2)[C:15]([CH2:21][C:22]2[CH:30]=[CH:29][C:25]([C:26]([OH:28])=[O:27])=[CH:24][C:23]=2[O:31][CH3:32])=[CH:16]1)=[O:36] |f:0.1|. Reported procedure: To a slurry of sodium hydride (60% by wt in mineral oil, 0.037 grams, 0.77 mmol) in dimethylformamide (5 mL), at 0° C., was added a solution of 4-[5-(cyclopentyloxycarbonyl)amino-1H-indol-3-ylmethyl]-3-methoxy-benzoic acid (0.15 grams, 0.37 mmol) in dimethylformamide (5 mL). The resulting solution was stirred at 0° C. for 20 minutes, then dimethylcarbamoyl chloride (0.071 mL, 0.77 mmol) was added. The solution was warmed to room temperature and stirred for 1 hour. The reaction was quenched by ad... Starting materials: ClC=1C=C(C=CC1Cl)[C@H]1CN(C[C@@H]1NC)C(=O)C1CCN(CC1)C(=O)C1(CC1)C (rac-{4-[(3S,4R)-3-(3,4-dichloro-phenyl)-4-methylamino-pyrrolidine-1-carbonyl]-piperidin-1-yl}-(1-methyl-cyclopropyl)-methanone), ClC(=O)OC1CCCC1 (cyclopentyl chloroformate). The product is C1(CCCC1)OC(N(C)[C@H]1CN(C[C@@H]1C1=CC(=C(C=C1)Cl)Cl)C(=O)C1CCN(CC1)C(=O)C1(CC1)C)=O (rac-{(3R,4S)-4-(3,4-dichloro-phenyl)-1-[1-(1-methyl-cyclopropanecarbonyl)-piperidine-4-carbonyl]-pyrrolidin-3-yl}-methyl-carbamic acid cyclopentyl ester). As a reaction SMILES: [Cl:1][C:2]1[CH:3]=[C:4]([C@@H:9]2[C@@H:13]([NH:14][CH3:15])[CH2:12][N:11]([C:16]([CH:18]3[CH2:23][CH2:22][N:21]([C:24]([C:26]4([CH3:29])[CH2:28][CH2:27]4)=[O:25])[CH2:20][CH2:19]3)=[O:17])[CH2:10]2)[CH:5]=[CH:6][C:7]=1[Cl:8].Cl[C:31]([O:33][CH:34]1[CH2:38][CH2:37][CH2:36][CH2:35]1)=[O:32]>>[CH:34]1([O:33][C:31](=[O:32])[N:14]([C@@H:13]2[C@@H:9]([C:4]3[CH:5]=[CH:6][C:7]([Cl:8])=[C:2]([Cl:1])[CH:3]=3)[CH2:10][N:11]([C:16]([CH:18]3[CH2:19][CH2:20][N:21]([C:24]([C:26]4([CH3:29])[CH2:28][CH2:27]4)=[O:25])[CH2:22][CH2:23]3)=[O:17])[CH2:12]2)[CH3:15])[CH2:38][CH2:37][CH2:36][CH2:35]1. Reported procedure: In analogy to the procedure described for the synthesis of example 2 (step b), the title compound rac-{(3R,4S)-4-(3,4-dichloro-phenyl)-1-[1-(1-methyl-cyclopropanecarbonyl)-piperidine-4-carbonyl]-pyrrolidin-3-yl}-methyl-carbamic acid cyclopentyl ester was prepared from rac-{4-[(3S,4R)-3-(3,4-dichloro-phenyl)-4-methylamino-pyrrolidine-1-carbonyl]-piperidin-1-yl}-(1-methyl-cyclopropyl)-methanone using cyclopentyl chloroformate instead of 4-fluorophenyl chloroformate and was obtained as a white soli... The reactants are COC(=O)c1ccc(-c2nc(CSc3nc4c(c(-c5ccccc5)c3C#N)CCC4)cs2)cc1, Cl, [Na+], C1COCCO1, [OH-]. The product is N#Cc1c(SCc2csc(-c3ccc(C(=O)O)cc3)n2)nc2c(c1-c1ccccc1)CCC2. RXN SMILES: [C:1](#[N:2])[c:3]1[c:4](-[c:29]2[cH:30][cH:31][cH:32][cH:33][cH:34]2)[c:5]2[c:6]([n:7][c:8]1[S:9][CH2:10][c:11]1[n:12][c:13](-[c:16]3[cH:17][cH:18][c:19]([C:20](=[O:21])[O:22][CH3:23])[cH:24][cH:25]3)[s:14][cH:15]1)[CH2:26][CH2:27][CH2:28]2.[ClH:37].[Na+:36].[O:38]1[CH2:39][CH2:40][O:41][CH2:42][CH2:43]1.[OH-:35]>>[C:1](#[N:2])[c:3]1[c:4](-[c:29]2[cH:30][cH:31][cH:32][cH:33][cH:34]2)[c:5]2[c:6]([n:7][c:8]1[S:9][CH2:10][c:11]1[n:12][c:13](-[c:16]3[cH:17][cH:18][c:19]([C:20](=[O:21])[OH:22])[cH:24][cH:25]3)[s:14][cH:15]1)[CH2:26][CH2:27][CH2:28]2. The reactants are N1(CCC1)C(=O)C=1C=C(C(=NC1)OC=1C=C(C(=O)NC2=NN(C=C2)C(C)C)C=C(C1)O[C@H](CO[Si](C)(C)C(C)(C)C)C)Cl (3-{[5-(Azetidin-1-ylcarbonyl)-3-chloropyridin-2-yl]oxy}-5-[((1S)-2-{[(1,1-dimethylethyl)(dimethyl)silyl]oxy}-1-methylethyl)oxy]-N-[1-(1-methylethyl)-1H-pyrazol-3-yl]benzamide), Cl (hydrochloric acid), C([O-])(O)=O.[Na+] (sodium bicarbonate). The solvent is CO (methanol). Yields the product N1(CCC1)C(=O)C=1C=C(C(=NC1)OC=1C=C(C(=O)NC2=NN(C=C2)C(C)C)C=C(C1)O[C@H](CO)C)Cl (3-{[5-(Azetidin-1-ylcarbonyl)-3-chloropyridin-2-yl]oxy}-5-{[(1S)-2-hydroxy-1-methylethyl]oxy}-N-[1-(1-methylethyl)-1H-pyrazol-3-yl]benzamide). Yield: 83.7%. RXN SMILES: [N:1]1([C:5]([C:7]2[CH:8]=[C:9]([Cl:43])[C:10]([O:13][C:14]3[CH:15]=[C:16]([CH:28]=[C:29]([O:31][C@@H:32]([CH3:42])[CH2:33][O:34][Si](C(C)(C)C)(C)C)[CH:30]=3)[C:17]([NH:19][C:20]3[CH:24]=[CH:23][N:22]([CH:25]([CH3:27])[CH3:26])[N:21]=3)=[O:18])=[N:11][CH:12]=2)=[O:6])[CH2:4][CH2:3][CH2:2]1.Cl.C(=O)(O)[O-].[Na+]>CO>[N:1]1([C:5]([C:7]2[CH:8]=[C:9]([Cl:43])[C:10]([O:13][C:14]3[CH:15]=[C:16]([CH:28]=[C:29]([O:31][C@@H:32]([CH3:42])[CH2:33][OH:34])[CH:30]=3)[C:17]([NH:19][C:20]3[CH:24]=[CH:23][N:22]([CH:25]([CH3:27])[CH3:26])[N:21]=3)=[O:18])=[N:11][CH:12]=2)=[O:6])[CH2:2][CH2:3][CH2:4]1 |f:2.3|. Reported procedure: 3-{[5-(Azetidin-1-ylcarbonyl)-3-chloropyridin-2-yl]oxy}-5-[((1S)-2-{[(1,1-dimethylethyl)(dimethyl)silyl]oxy}-1-methylethyl)oxy]-N-[1-(1-methylethyl)-1H-pyrazol-3-yl]benzamide (142 mg, 0.23 mmol) in methanol (2 mL) was stirred with 3.5M hydrochloric acid (0.2 mL, 0.68 mmol) for 1 hour. The solution was neutralised with saturated sodium bicarbonate solution and the organic solvent was removed under reduced pressure. The residue was extracted with ethyl acetate (3×10 mL), dried (MgSO4), filtered an...